Task: describe an organic reaction: reactants, conditions, products, and yield. Dataset: the Open Reaction Database (ORD), a public repository of structured organic reaction records Reactants: FC1(CN(CC1NC(CCS(=O)(=O)C)=O)C(=O)OC(C)(C)C)F (tert-butyl 3,3-difluoro-4-{[3-(methylsulfonyl)propanoyl]amino}pyrrolidine-1-carboxylate), Cl (HCl). Run in C(C)OCC (ethyl ether), C(C)#N (acetonitrile). Run at time 1 hour. The product is Cl.FC1(C(CNC1)NC(CCS(=O)(=O)C)=O)F (N-(4,4-difluoropyrrolidin-3-yl)-3-(methylsulfonyl)propanamide hydrochloride). Isolated yield 95.7%. Reaction SMILES: [F:1][C:2]1([F:23])[CH:6]([NH:7][C:8](=[O:15])[CH2:9][CH2:10][S:11]([CH3:14])(=[O:13])=[O:12])[CH2:5][N:4](C(OC(C)(C)C)=O)[CH2:3]1.[ClH:24]>C(#N)C.C(OCC)C>[ClH:24].[F:23][C:2]1([F:1])[CH2:3][NH:4][CH2:5][CH:6]1[NH:7][C:8](=[O:15])[CH2:9][CH2:10][S:11]([CH3:14])(=[O:13])=[O:12] |f:4.5|. Procedure: To a solution of tert-butyl 3,3-difluoro-4-{[3-(methylsulfonyl)propanoyl]amino}pyrrolidine-1-carboxylate (1.60 g, 4.5 mmol) in acetonitrile (45 mL) was added HCl (4 M in dioxane, 4.5 mL, 18 mmol, 4 mol eq). The resulting solution turned to a white suspension after 1 hr, and was stirred at ambient temperature for 3 hr. The volatiles were removed to dryness to give a white solid, which was suspended in ethyl ether (100 mL). The white solid was collected by filtration, washed with ether (20 mL) and... Starting materials: CCCC(=O)O, CC(C)(C)Cn1c(Cc2ccc(N)cc2)cc2cnc(C#N)nc21, N=C=N, CN(C)C=O, O, O, On1nnc2ccccc21. Product: CCCC(=O)Nc1ccc(Cc2cc3cnc(C#N)nc3n2CC(C)(C)C)cc1. Reaction SMILES: [CH3:25][CH2:26][CH2:27][C:28]([OH:29])=[O:30].[NH2:1][c:2]1[cH:3][cH:4][c:5]([CH2:6][c:7]2[cH:8][c:9]3[c:10]([n:11][c:12]([C:15]#[N:16])[n:13][cH:14]3)[n:17]2[CH2:18][C:19]([CH3:20])([CH3:21])[CH3:22])[cH:23][cH:24]1.[NH:31]=[C:32]=[NH:33].[O:45]=[CH:46][N:47]([CH3:48])[CH3:49].[OH2:34].[OH2:50].[OH:35][n:36]1[c:37]2[cH:38][cH:39][cH:40][cH:41][c:42]2[n:43][n:44]1>>[NH:1]([c:2]1[cH:3][cH:4][c:5]([CH2:6][c:7]2[cH:8][c:9]3[c:10]([n:11][c:12]([C:15]#[N:16])[n:13][cH:14]3)[n:17]2[CH2:18][C:19]([CH3:20])([CH3:21])[CH3:22])[cH:23][cH:24]1)[C:28]([CH2:27][CH2:26][CH3:25])=[O:29]. As a reaction SMILES: [C:17](=[O:18])([O-:19])[O-:20].[C:33]([O:34][CH3:35])([CH3:36])([CH3:37])[CH3:38].[CH2:1]([CH3:2])[O:3][C:4]([c:5]1[cH:6][c:7]([NH:12][C:13]([CH3:14])=[O:15])[n:8][c:9]([Cl:11])[cH:10]1)=[O:16].[CH2:23]([CH:24]=[CH2:25])[Br:26].[K+:21].[K+:22].[O:27]=[CH:28][N:29]([CH3:30])[CH3:31].[OH2:32]>>[CH2:1]([CH3:2])[O:3][C:4]([c:5]1[cH:6][c:7]([N:12]([C:13]([CH3:14])=[O:15])[CH2:25][CH:24]=[CH2:23])[n:8][c:9]([Cl:11])[cH:10]1)=[O:16]. Starting materials: O=C([O-])[O-], COC(C)(C)C, CCOC(=O)c1cc(Cl)nc(NC(C)=O)c1, C=CCBr, [K+], [K+], CN(C)C=O, O. The product is C=CCN(C(C)=O)c1cc(C(=O)OCC)cc(Cl)n1. Reactants: C(C)(C)N(C(C)C)CC (N,N-diisopropylethylamine), C(=O)(O)[O-].[Na+] (NaHCO3), BrC1=CC=CC(=N1)C(=O)O (6-bromopicolinic acid), COC1=C(CN)C=C(C=C1)OC (2,5-dimethoxybenzylamine), CN(C)C(=[N+](C)C)ON1C2=C(C=CC=C2)N=N1.[B-](F)(F)(F)F (TBTU). Solvent: CN(C)C=O (DMF). Reaction conditions: time 2 hour. Yields the product COC1=C(CNC(=O)C2=NC(=CC=C2)Br)C=C(C=C1)OC (6-Bromo-pyridine-2-carboxylic acid 2,5-dimethoxy-benzylamide). Yield: 59.8%. RXN SMILES: [Br:1][C:2]1[N:7]=[C:6]([C:8]([OH:10])=O)[CH:5]=[CH:4][CH:3]=1.[CH3:11][O:12][C:13]1[CH:20]=[CH:19][C:18]([O:21][CH3:22])=[CH:17][C:14]=1[CH2:15][NH2:16].CN(C(ON1N=NC2C=CC=CC1=2)=[N+](C)C)C.[B-](F)(F)(F)F.C(N(CC)C(C)C)(C)C.C([O-])(O)=O.[Na+]>CN(C=O)C>[CH3:11][O:12][C:13]1[CH:20]=[CH:19][C:18]([O:21][CH3:22])=[CH:17][C:14]=1[CH2:15][NH:16][C:8]([C:6]1[CH:5]=[CH:4][CH:3]=[C:2]([Br:1])[N:7]=1)=[O:10] |f:2.3,5.6|. Procedure: To a mixture of 6-bromopicolinic acid (1.01 g, 5.0 mmol) and 2,5-dimethoxybenzylamine (753 μL, 5.0 mmol) in DMF (10 mL) was added TBTU (1.77 g, 5.5 mmol), followed by N,N-diisopropylethylamine (871 μL, 5.0 mmol). The mixture was stirred at room temperature for 2 hours. After addition of saturated NaHCO3, the mixture was extracted with ethyl acetate. The organic phase was washed with brine (×3), dried (MgSO4), filtered and concentrated. It was triturated with CH3CN to provide the titled compound ...